This data is from the Open Reaction Database (ORD), a public repository of structured organic reaction records. The task is: describe an organic reaction: reactants, conditions, products, and yield Reactants: CC(C)n1nc(C(C)(C)C)cc1NC(=O)Oc1ccccc1, C1CCOC1, COc1cc2ncnc(Oc3cccc(N)c3)c2cc1OC, CCN(C(C)C)C(C)C. Product: COc1cc2ncnc(Oc3cccc(NC(=O)Nc4cc(C(C)(C)C)nn4C(C)C)c3)c2cc1OC. Reaction SMILES: [C:1]([CH3:2])([CH3:3])([CH3:4])[c:5]1[n:6][n:7]([CH:20]([CH3:21])[CH3:22])[c:8]([NH:10][C:11]([O:12][c:13]2[cH:14][cH:15][cH:16][cH:17][cH:18]2)=[O:19])[cH:9]1.[CH2:54]1[O:55][CH2:56][CH2:57][CH2:58]1.[CH3:32][O:33][c:34]1[cH:35][c:36]2[c:37]([O:46][c:47]3[cH:48][c:49]([NH2:50])[cH:51][cH:52][cH:53]3)[n:38][cH:39][n:40][c:41]2[cH:42][c:43]1[O:44][CH3:45].[CH:23]([N:24]([CH2:25][CH3:26])[CH:27]([CH3:28])[CH3:29])([CH3:30])[CH3:31]>>[C:1]([CH3:2])([CH3:3])([CH3:4])[c:5]1[n:6][n:7]([CH:20]([CH3:21])[CH3:22])[c:8]([NH:10][C:11](=[O:19])[NH:50][c:49]2[cH:48][c:47]([O:46][c:37]3[c:36]4[cH:35][c:34]([O:33][CH3:32])[c:43]([O:44][CH3:45])[cH:42][c:41]4[n:40][cH:39][n:38]3)[cH:53][cH:52][cH:51]2)[cH:9]1.